Dataset: the Open Reaction Database (ORD), a public repository of structured organic reaction records. Task: describe an organic reaction: reactants, conditions, products, and yield Starting materials: N1=CC=CC=C1 (pyridine), CS(=O)(=O)Cl (methanesulfonyl chloride), C(C)(C)(C)OC(=O)N[C@@H](CO)C1=CC=CC=C1 (2(R)-t-butoxycarbonylamino-2-phenylethanol). Solvent: C(Cl)Cl (methylene chloride). Reaction conditions: time 15 hour. Product: C(C)(C)(C)OC(=O)N[C@@H](COS(=O)(=O)C)C1=CC=CC=C1 (1(R)-t-Butoxycarbonylamino-2-methanesulfonyloxy-1-phenylethane). As a reaction SMILES: N1C=CC=CC=1.[CH3:7][S:8](Cl)(=[O:10])=[O:9].[C:12]([O:16][C:17]([NH:19][C@H:20]([C:23]1[CH:28]=[CH:27][CH:26]=[CH:25][CH:24]=1)[CH2:21][OH:22])=[O:18])([CH3:15])([CH3:14])[CH3:13]>C(Cl)Cl>[C:12]([O:16][C:17]([NH:19][C@H:20]([C:23]1[CH:24]=[CH:25][CH:26]=[CH:27][CH:28]=1)[CH2:21][O:22][S:8]([CH3:7])(=[O:10])=[O:9])=[O:18])([CH3:15])([CH3:13])[CH3:14]. Procedure details: 11 ml of pyridine and then 6.6 ml of methanesulfonyl chloride were added dropwise, at room temperature, to a solution containing 9.9 g of 2(R)-t-butoxycarbonylamino-2-phenylethanol [prepared as described in step (a) above] dissolved in 120 ml of methylene chloride. This mixture was stirred for 15 hours at room temperature, after which the solvent was removed by distillation. The residue was dissolved in ethyl acetate and water and the ethyl acetate layer was separated. This layer was washed with...